Dataset: the Open Reaction Database (ORD), a public repository of structured organic reaction records. Task: describe an organic reaction: reactants, conditions, products, and yield The reagents and catalysts are [C-]#N.[Zn+2].[C-]#N (zinc cyanide), C=1C=CC(=CC1)[P](C=2C=CC=CC2)(C=3C=CC=CC3)[Pd]([P](C=4C=CC=CC4)(C=5C=CC=CC5)C=6C=CC=CC6)([P](C=7C=CC=CC7)(C=8C=CC=CC8)C=9C=CC=CC9)[P](C=1C=CC=CC1)(C=1C=CC=CC1)C=1C=CC=CC1 (tetrakis(triphenylphosphine)palladium(0)). As a reaction SMILES: Br[C:2]1[CH:3]=[CH:4][CH:5]=[C:6]2[C:11]=1[CH:10]=[N:9][CH:8]=[CH:7]2.[CH3:12][N:13](C=O)C>C1(C)C=CC=CC=1.[C-]#N.[Zn+2].[C-]#N.C1C=CC([P]([Pd]([P](C2C=CC=CC=2)(C2C=CC=CC=2)C2C=CC=CC=2)([P](C2C=CC=CC=2)(C2C=CC=CC=2)C2C=CC=CC=2)[P](C2C=CC=CC=2)(C2C=CC=CC=2)C2C=CC=CC=2)(C2C=CC=CC=2)C2C=CC=CC=2)=CC=1>[CH:10]1[C:11]2[C:6](=[CH:5][CH:4]=[CH:3][C:2]=2[C:12]#[N:13])[CH:7]=[CH:8][N:9]=1 |f:3.4.5,^1:32,34,53,72|. The reactants are BrC=1C=CC=C2C=CN=CC12 (8-bromoisoquinoline), CN(C)C=O (DMF). Yields the product C1=NC=CC2=CC=CC(=C12)C#N (8-isoquinolinecarbonitrile). Run in C1(=CC=CC=C1)C (toluene). Reported procedure: To a solution of 0.5035 g (2.42 mmol) 24 in 10 mL DMF was added 0.1713 g (1.45 mmol) zinc cyanide and 0.1687 g (0.15 mmol) tetrakis(triphenylphosphine)palladium(0). After 70.5 h under argon at 80° C., the reaction mixture was cooled to room temperature, diluted with 50 mL toluene and washed with 15 mL 2N NH4H. The aqueous layer was extracted with 15 mL toluene. The combined organic layers were washed with 15 mL brine, dried over Na2SO4, filtered and concentrated in vacuo. Purification by flash c... Reaction conditions: time 70.5 hour. Reactants: ClC=1C=C(C=C(C1)Cl)S(=O)(=O)C1=C(C=2C3=C(N(C2C=C1)C)CC1CCC3N1)C(=O)OC(C)(C)C (tert-butyl 2-(3,5-dichlorophenyl)sulfonyl-5-methyl-5,6,7,8,9,10-hexahydro-7,10-epiminocyclohepta[b]indole-carboxylate), Boc-deprotected, C(=O)(C(F)(F)F)O (TFA). Yields the product Cl.ClC=1C=C(C=C(C1)Cl)S(=O)(=O)C=1C=C2C3=C(N(C2=CC1)C)CC1CCC3N1 (2-(3,5-dichlorophenyl)sulfonyl-5-methyl-5,6,7,8,9,10-hexahydro-7,10-epiminocyclohepta[b]indole hydrochloride). As a reaction SMILES: [Cl:1][C:2]1[CH:3]=[C:4]([S:9]([C:12]2[CH:20]=[CH:19][C:18]3[N:17]([CH3:21])[C:16]4[CH2:22][CH:23]5[NH:27][CH:26]([C:15]=4[C:14]=3[C:13]=2C(OC(C)(C)C)=O)[CH2:25][CH2:24]5)(=[O:11])=[O:10])[CH:5]=[C:6]([Cl:8])[CH:7]=1.C(O)(C(F)(F)F)=O>>[ClH:1].[Cl:8][C:6]1[CH:5]=[C:4]([S:9]([C:12]2[CH:13]=[C:14]3[C:18](=[CH:19][CH:20]=2)[N:17]([CH3:21])[C:16]2[CH2:22][CH:23]4[NH:27][CH:26]([C:15]3=2)[CH2:25][CH2:24]4)(=[O:11])=[O:10])[CH:3]=[C:2]([Cl:1])[CH:7]=1 |f:2.3|. Procedure details: The product of step A was Boc-deprotected with TFA following the procedure of Example 28, Step B. The crude material was purified by flash column chromatography (SiO2, 90:9:1 dichloromethane/methanol/ammonium hydroxide) followed by semi-preparative HPLC. The free base was treated directly with 1.25 M HCl in methanol (2 mL) and the solution concentrated in vacuo to give 2-(3,5-dichlorophenyl)sulfonyl-5-methyl-5,6,7,8,9,10-hexahydro-7,10-epiminocyclohepta[b]indole hydrochloride (15 mg, 31%, AUC HP... Reaction SMILES: [Br:19][c:20]1[cH:21][n:22][cH:23][cH:24][cH:25]1.[C:1]([CH3:2])([CH3:3])([CH3:4])[O:5][C:6]([NH:7][c:8]1[c:9]([N+:15](=[O:16])[O-:17])[cH:10][c:11]([I:14])[cH:12][cH:13]1)=[O:18]>>[C:1]([CH3:2])([CH3:3])([CH3:4])[O:5][C:6]([NH:7][c:8]1[c:9]([N+:15](=[O:16])[O-:17])[cH:10][c:11](-[c:20]2[cH:21][n:22][cH:23][cH:24][cH:25]2)[cH:12][cH:13]1)=[O:18]. Product: CC(C)(C)OC(=O)Nc1ccc(-c2cccnc2)cc1[N+](=O)[O-]. Starting materials: Brc1cccnc1, CC(C)(C)OC(=O)Nc1ccc(I)cc1[N+](=O)[O-]. Reactants: CCOC(=O)c1sc(Br)nc1-c1cnc(Cl)cn1, CN1CCCC1=O, CCN(C(C)C)C(C)C, Cc1[nH]c(C(=O)NC2CCNCC2C)c(Cl)c1Cl, O. The product is CCOC(=O)c1sc(N2CCC(NC(=O)c3[nH]c(C)c(Cl)c3Cl)C(C)C2)nc1-c1cnc(Cl)cn1. As a reaction SMILES: [Br:1][c:2]1[s:3][c:4]([C:14](=[O:15])[O:16][CH2:17][CH3:18])[c:5](-[c:7]2[n:8][cH:9][c:10]([Cl:13])[n:11][cH:12]2)[n:6]1.[CH3:47][N:48]1[CH2:49][CH2:50][CH2:51][C:52]1=[O:53].[CH:37]([N:38]([CH2:39][CH3:40])[CH:41]([CH3:42])[CH3:43])([CH3:44])[CH3:45].[Cl:19][c:20]1[c:21]([C:27](=[O:28])[NH:29][CH:30]2[CH:31]([CH3:36])[CH2:32][NH:33][CH2:34][CH2:35]2)[nH:22][c:23]([CH3:26])[c:24]1[Cl:25].[OH2:46]>>[c:2]1([N:33]2[CH2:32][CH:31]([CH3:36])[CH:30]([NH:29][C:27]([c:21]3[c:20]([Cl:19])[c:24]([Cl:25])[c:23]([CH3:26])[nH:22]3)=[O:28])[CH2:35][CH2:34]2)[s:3][c:4]([C:14](=[O:15])[O:16][CH2:17][CH3:18])[c:5](-[c:7]2[n:8][cH:9][c:10]([Cl:13])[n:11][cH:12]2)[n:6]1.